Dataset: the Open Reaction Database (ORD), a public repository of structured organic reaction records. Task: describe an organic reaction: reactants, conditions, products, and yield The solvent is OP(=O)(O)O (H3PO4). Product: ClC1=CC=C(C=C1)C=1C=CC(NC1)=O (5-(4-chlorophenyl)-2-pyridinone). As a reaction SMILES: C([C:3]1[C:4](=[O:16])[NH:5][CH:6]=[C:7]([C:9]2[CH:14]=[CH:13][C:12]([Cl:15])=[CH:11][CH:10]=2)[CH:8]=1)#N>OP(O)(O)=O>[Cl:15][C:12]1[CH:11]=[CH:10][C:9]([C:7]2[CH:8]=[CH:3][C:4](=[O:16])[NH:5][CH:6]=2)=[CH:14][CH:13]=1. Procedure details: A mixture of 3-cyano-5-(4-chlorophenyl)-2-pyridinone (4.6 g) and 85% H3PO4 (60 ml) was heated at reflux for 16 hours. The resulting mixture was cooled to room temperature, poured into ice/water and filtered yielding 3.1 g of 5-(4-chlorophenyl)-2-pyridinone as a yellow solid. Yield: 75.6%. Starting materials: C(#N)C=1C(NC=C(C1)C1=CC=C(C=C1)Cl)=O (3-cyano-5-(4-chlorophenyl)-2-pyridinone), ice water.